describe an organic reaction: reactants, conditions, products, and yield From a dataset of the Open Reaction Database (ORD), a public repository of structured organic reaction records. The reactants are OCC1CCN(Cc2ccccc2)C1, ClC(Cl)Cl, O=S(Cl)Cl. Product: ClCC1CCN(Cc2ccccc2)C1. RXN SMILES: [CH2:1]([c:2]1[cH:3][cH:4][cH:5][cH:6][cH:7]1)[N:8]1[CH2:9][CH:10]([CH2:13][OH:14])[CH2:11][CH2:12]1.[Cl:19][CH:20]([Cl:21])[Cl:22].[S:15]([Cl:16])([Cl:17])=[O:18]>>[CH2:1]([c:2]1[cH:3][cH:4][cH:5][cH:6][cH:7]1)[N:8]1[CH2:9][CH:10]([CH2:13][Cl:17])[CH2:11][CH2:12]1.